The task is: describe an organic reaction: reactants, conditions, products, and yield. This data is from the Open Reaction Database (ORD), a public repository of structured organic reaction records. The reactants are [N+](=O)([O-])C1=C(C=CC(=C1)C=O)C1=CC=CC=C1 (2-nitrobiphenyl-4-carbaldehyde), C1=CC=C(C=C1)P(C2=CC=CC=C2)C3=CC=CC=C3 (PPh3). The solvent is ClC1=C(C=CC=C1)Cl (1,2-dichlorobenzene). The product is C1=C(C=CC=2C3=CC=CC=C3NC12)C=O (9H-carbazole-2-carbaldehyde). The yield is 66.2%. RXN SMILES: [N+:1]([C:4]1[CH:9]=[C:8]([CH:10]=[O:11])[CH:7]=[CH:6][C:5]=1[C:12]1[CH:17]=[CH:16][CH:15]=[CH:14][CH:13]=1)([O-])=O.C1C=CC(P(C2C=CC=CC=2)C2C=CC=CC=2)=CC=1>ClC1C=CC=CC=1Cl>[CH:9]1[C:4]2[NH:1][C:17]3[C:12](=[CH:13][CH:14]=[CH:15][CH:16]=3)[C:5]=2[CH:6]=[CH:7][C:8]=1[CH:10]=[O:11]. Procedure: A 250-mL round-bottom flask was charged with 2-nitrobiphenyl-4-carbaldehyde (6.5 g, 28.63 mmol, 1.00 equiv), PPh3 (18.8 g, 71.76 mmol, 2.50 equiv) and 1,2-dichlorobenzene (70 mL). The resulting solution was refluxed for 18 hours. The resulting mixture was concentrated under vacuum. The residue was purified by silica gel column chromatography eluted with ethyl acetate/petroleum ether (1:30) affording 9H-carbazole-2-carbaldehyde as yellow solid (3.7 g, 66%). Reactants: COC(=O)c1[nH]ccc1Cl, [Li+], [OH-], O. Yields the product O=C(O)c1[nH]ccc1Cl. Reaction SMILES: [Cl:1][c:2]1[c:3]([C:7](=[O:8])[O:9][CH3:10])[nH:4][cH:5][cH:6]1.[Li+:12].[OH-:11].[OH2:13]>>[Cl:1][c:2]1[c:3]([C:7](=[O:8])[OH:9])[nH:4][cH:5][cH:6]1. The reactants are C1(CCCC1)N(C=1C(=C(C(=O)NCC=2C(NC(=CC2C)C)=O)C=C(C1)C=1CCN(CC1)C)C)C (3-(cyclopentyl(methyl)amino)-N-((4,6-dimethyl-2-oxo-1,2-dihydropyridin-3-yl)methyl)-2-methyl-5-(1-methyl-1,2,3,6-tetrahydropyridin-4-yl)benzamide). Reagents/catalysts: [Pd] (Pd/C). The solvent is C(C)O (ethanol). Product: C1(CCCC1)N(C=1C(=C(C(=O)NCC=2C(NC(=CC2C)C)=O)C=C(C1)C1CCN(CC1)C)C)C (3-(cyclopentyl(methyl)amino)-N-((4,6-dimethyl-2-oxo-1,2-dihydropyridin-3-yl)methyl)-2-methyl-5-(1-methylpiperidin-4-yl)benzamide). Yield: 66.6%. As a reaction SMILES: [CH:1]1([N:6]([CH3:34])[C:7]2[C:8]([CH3:33])=[C:9]([CH:23]=[C:24]([C:26]3[CH2:27][CH2:28][N:29]([CH3:32])[CH2:30][CH:31]=3)[CH:25]=2)[C:10]([NH:12][CH2:13][C:14]2[C:15](=[O:22])[NH:16][C:17]([CH3:21])=[CH:18][C:19]=2[CH3:20])=[O:11])[CH2:5][CH2:4][CH2:3][CH2:2]1>C(O)C.[Pd]>[CH:1]1([N:6]([CH3:34])[C:7]2[C:8]([CH3:33])=[C:9]([CH:23]=[C:24]([CH:26]3[CH2:31][CH2:30][N:29]([CH3:32])[CH2:28][CH2:27]3)[CH:25]=2)[C:10]([NH:12][CH2:13][C:14]2[C:15](=[O:22])[NH:16][C:17]([CH3:21])=[CH:18][C:19]=2[CH3:20])=[O:11])[CH2:5][CH2:4][CH2:3][CH2:2]1. Procedure: To a solution of 3-(cyclopentyl(methyl)amino)-N-((4,6-dimethyl-2-oxo-1,2-dihydropyridin-3-yl)methyl)-2-methyl-5-(1-methyl-1,2,3,6-tetrahydropyridin-4-yl)benzamide (0.045 g, 0.097 mmol) in ethanol added 10% Pd/C and the reaction was stirred under H2 at bladder pressure. After complete consumption of the starting material reaction mixture was filtered through celite. The filtrate was concentrated and triturated in acetonitrile and filtered to provide the desired compound (0.030 g, 66%): LCMS: 465....